From a dataset of the Open Reaction Database (ORD), a public repository of structured organic reaction records. describe an organic reaction: reactants, conditions, products, and yield The reactants are C(C1CO1)OCCCCCCCCCCCCCCCCCC (stearyl glycidyl ether), C(C1CO1)OCCCCCCCC (octyl glycidyl ether), C1(=CC=CC=C1)C (toluene), Cl (hydrogen chloride). The reagents and catalysts are Catalyst B. Solvent: CC(=O)C (acetone). Run at time 24 hour. Yields the product C(C1CO1)OCCCCCCCCCCCCCCCCCC.C(C1CO1)OCCCCCCCC (stearyl glycidyl ether octyl glycidyl ether). The yield is 75.0%. RXN SMILES: [CH2:1]([O:5][CH2:6][CH2:7][CH2:8][CH2:9][CH2:10][CH2:11][CH2:12][CH2:13][CH2:14][CH2:15][CH2:16][CH2:17][CH2:18][CH2:19][CH2:20][CH2:21][CH2:22][CH3:23])[CH:2]1[O:4][CH2:3]1.[CH2:24]([O:28][CH2:29][CH2:30][CH2:31][CH2:32][CH2:33][CH2:34][CH2:35][CH3:36])[CH:25]1[O:27][CH2:26]1.C1(C)C=CC=CC=1.Cl>CC(C)=O>[CH2:1]([O:5][CH2:6][CH2:7][CH2:8][CH2:9][CH2:10][CH2:11][CH2:12][CH2:13][CH2:14][CH2:15][CH2:16][CH2:17][CH2:18][CH2:19][CH2:20][CH2:21][CH2:22][CH3:23])[CH:2]1[O:4][CH2:3]1.[CH2:24]([O:28][CH2:29][CH2:30][CH2:31][CH2:32][CH2:33][CH2:34][CH2:35][CH3:36])[CH:25]1[O:27][CH2:26]1 |f:5.6|. Reported procedure: 50 mL of Catalyst B, 40.0 g of stearyl glycidyl ether (SGE) and 22.8 g of octyl glycidyl ether (OGE) were added to 210 ml of toluene, and a vessel was closed. The polymerization was carried out at 130° C. for 24 hours with stirring. The reaction solution was added to a large amount of acetone containing a small amount of a dilute solution of hydrogen chloride. A precipitated solid was dried under reduced pressure at 80° C. for 24 hours to obtain a poly(stearyl glycidyl ether/octyl glycidyl ether...